The task is: describe an organic reaction: reactants, conditions, products, and yield. This data is from the Open Reaction Database (ORD), a public repository of structured organic reaction records. Starting materials: C1=CC=CC=2CN(CC3=C(C21)C=CC=C3)C(OCC)=N (ethyl 5,7-dihydro-6H-dibenz[c,e]-azepine-6-carboximidate), C1(CC1)C(=O)Cl (cyclopropanecarboxylic acid chloride). Yields the product C1(CC1)C(=O)N=C(OCC)N1CC2=C(C3=C(C1)C=CC=C3)C=CC=C2 (ethyl N-cyclopropylcarbonyl-5,7-dihydro-6H-dibenz[c,e]azepine-6-carboximidate). As a reaction SMILES: [CH:1]1[C:11]2[C:10]3[CH:12]=[CH:13][CH:14]=[CH:15][C:9]=3[CH2:8][N:7]([C:16](=[NH:20])[O:17][CH2:18][CH3:19])[CH2:6][C:5]=2[CH:4]=[CH:3][CH:2]=1.[CH:21]1([C:24](Cl)=[O:25])[CH2:23][CH2:22]1>>[CH:21]1([C:24]([N:20]=[C:16]([N:7]2[CH2:6][C:5]3[CH:4]=[CH:3][CH:2]=[CH:1][C:11]=3[C:10]3[CH:12]=[CH:13][CH:14]=[CH:15][C:9]=3[CH2:8]2)[O:17][CH2:18][CH3:19])=[O:25])[CH2:23][CH2:22]1. Reported procedure: starting from ethyl 5,7-dihydro-6H-dibenz[c,e]-azepine-6-carboximidate and cyclopropanecarboxylic acid chloride, there is obtained ethyl N-cyclopropylcarbonyl-5,7-dihydro-6H-dibenz[c,e]azepine-6-carboximidate, m.p. 97°-99° C.;